Dataset: the Open Reaction Database (ORD), a public repository of structured organic reaction records. Task: describe an organic reaction: reactants, conditions, products, and yield Starting materials: FC1=CC=C(C=C1)C=1N=C(N(C1C1=CC=NC=C1)C)SCCN1C(C2=CC=CC=C2C1=O)=O (2-{2-[4-(4-fluorophenyl)-1-methyl-5-pyridin-4-yl-1H-imidazol-2-ylsulfanyl]ethyl}isoindole-1,3-dione), [OH-].[Na+] (NaOH). Solvent: Cl (HCl). Conditions: time 6 hour. The product is FC1=CC=C(C=C1)C=1N=C(N(C1C1=CC=NC=C1)C)SCCN (2-[4-(4-fluorophenyl)-1-methyl-5-pyridin-4-yl-1H-imidazol-2-ylsulfanyl]ethylamine). RXN SMILES: [F:1][C:2]1[CH:7]=[CH:6][C:5]([C:8]2[N:9]=[C:10]([S:20][CH2:21][CH2:22][N:23]3C(=O)C4C(=CC=CC=4)C3=O)[N:11]([CH3:19])[C:12]=2[C:13]2[CH:18]=[CH:17][N:16]=[CH:15][CH:14]=2)=[CH:4][CH:3]=1.[OH-].[Na+]>Cl>[F:1][C:2]1[CH:7]=[CH:6][C:5]([C:8]2[N:9]=[C:10]([S:20][CH2:21][CH2:22][NH2:23])[N:11]([CH3:19])[C:12]=2[C:13]2[CH:14]=[CH:15][N:16]=[CH:17][CH:18]=2)=[CH:4][CH:3]=1 |f:1.2|. Reported procedure: 100 ml of HCl 10% are added to 2-{2-[4-(4-fluorophenyl)-1-methyl-5-pyridin-4-yl-1H-imidazol-2-ylsulfanyl]ethyl}isoindole-1,3-dione (2 mmol/0.917 g), and the mixture is stirred at room temperature for 6 h. The mixture is then slowly neutralized using 2N NaOH, resulting in the precipitation of 2-[4-(4-fluorophenyl)-1-methyl-5-pyridin-4-yl-1H-imidazol-2-ylsulfanyl]ethylamine as a white crystalline powder. The precipitate is filtered off with suction and washed with a little ice-cold water and dried... The reactants are solution, O.NN (hydrazine hydrate), ClC=1C=C(C=CC1)C(CC1=NC=CC=C1)N1C(C=2C(C1=O)=CC=CC2)=O (N-{1-(3-chlorophenyl)-2-(pyridin-2-yl)ethyl}phthalimide). Solvent: C(C)O (ethanol). The product is ClC=1C=C(C=CC1)C(CC1=NC=CC=C1)N (1-(3-Chlorophenyl)-2-(pyridin-2-yl)ethylamine). As a reaction SMILES: O.NN.[Cl:4][C:5]1[CH:6]=[C:7]([CH:11]([N:19]2C(=O)C3=CC=CC=C3C2=O)[CH2:12][C:13]2[CH:18]=[CH:17][CH:16]=[CH:15][N:14]=2)[CH:8]=[CH:9][CH:10]=1>C(O)C>[Cl:4][C:5]1[CH:6]=[C:7]([CH:11]([NH2:19])[CH2:12][C:13]2[CH:18]=[CH:17][CH:16]=[CH:15][N:14]=2)[CH:8]=[CH:9][CH:10]=1 |f:0.1|. Procedure details: 150 ml of a solution of 5.25 g of hydrazine hydrate in ethanol was added to 12.7 g of the N-{1-(3-chlorophenyl)-2-(pyridin-2-yl)ethyl}phthalimide prepared in the Preparative Example 22. The obtained mixture was heated under reflux for 2 hours. The precipitated crystals were filtered out and the filtrate was concentrated, followed by the addition thereto of ethyl acetate. The precipitated impurities were filtered out and the filtrate was concentrated to give the title compound. Yield: 7.9 g. Starting materials: BrC=1C=C(NC1C)C(=O)OC1=C(C(=C(C(=C1F)F)F)F)F (Pentafluorophenyl 4-bromo-5-methyl-1H-pyrrole-2-carboxylate), BrC=1C=C(NC1C)C(=O)OC1=C(C(=C(C(=C1F)F)F)F)F (Pentafluorophenyl 4-bromo-5-methyl-1H-pyrrole-2-carboxylate), C(C)(C)N(C(C)C)CC (N,N-diisopropyl ethylamine), Cl.NC1CCN(CC1)C=1C=C(C(=O)N)C=C(N1)Cl (2-(4-aminopiperidin-1-yl)-6-chloroisonicotinamide hydrochloride salt), Cl.O1CCOCC1 (HCl dioxane), NC(=O)C1=CC(=NC(=C1)Cl)N1CCC(CC1)NC(OC(C)(C)C)=O (tert-Butyl {1-[4-(aminocarbonyl)-6-chloropyridin-2-yl]piperidin-4-yl}carbamate), NC(=O)C1=CC(=NC(=C1)Cl)N1CCC(CC1)NC(OC(C)(C)C)=O (tert-Butyl {1-[4-(aminocarbonyl)-6-chloropyridin-2-yl]piperidin-4-yl}carbamate). Run in CC(=O)N(C)C (DMA). Conditions: time 90 minute. Product: BrC=1C=C(NC1C)C(=O)NC1CCN(CC1)C=1C=C(C(=O)N)C=C(N1)Cl (2-(4-{[(4-Bromo-5-methyl-1H-pyrrol-2-yl)carbonyl]amino}piperidin-1-yl)-6-chloroisonicotinamide). The yield is 22.5%. As a reaction SMILES: Cl.O1CCOCC1.[NH2:8][C:9]([C:11]1[CH:16]=[C:15]([Cl:17])[N:14]=[C:13]([N:18]2[CH2:23][CH2:22][CH:21]([NH:24][C:25](=[O:31])OC(C)(C)C)[CH2:20][CH2:19]2)[CH:12]=1)=[O:10].[Br:32][C:33]1[CH:34]=[C:35](C(OC2C(F)=C(F)C(F)=C(F)C=2F)=O)[NH:36][C:37]=1[CH3:38].C(N(CC)C(C)C)(C)C.Cl.NC1CCN(C2C=C(C=C(Cl)N=2)C(N)=O)CC1>CC(N(C)C)=O>[Br:32][C:33]1[CH:34]=[C:35]([C:25]([NH:24][CH:21]2[CH2:20][CH2:19][N:18]([C:13]3[CH:12]=[C:11]([CH:16]=[C:15]([Cl:17])[N:14]=3)[C:9]([NH2:8])=[O:10])[CH2:23][CH2:22]2)=[O:31])[NH:36][C:37]=1[CH3:38] |f:0.1,5.6|. Reported procedure: 4 N HCl/dioxane solution (10 ml) was added to tert-butyl 1-[4-(aminocarbonyl)-6-chloropyridin-2-yl]piperidin-4-ylcarbamate (Intermediate 16, 100 mg, 0.282 mmol). The mixture was stirred at room temperature for 90 minutes. The solvent was removed in vacuo and the anhydrous diethylether (25 ml) was added. The solvent was removed in vacuo and light brown solid that resulted was dried under vacuum for several hours. LCMS indicated a pure product 2-(4-aminopiperidin-1-yl)-6-chloroisonicotinamide hydr... The yield is 14.7%. Yields the product C(C)N1C(N(C2=NC=CC=C21)C2=CC=C(C=C2)OC2=NC=1C(=NC=CC1)N2)=O (1-ethyl-3-[4-(3H-imidazo[4,5-b]pyridin-2-yloxy)phenyl]-1,3-dihydro-2H-imidazo[4,5-b]pyridin-2-one). Reaction SMILES: [CH2:1]([N:3]1[C:11]2[C:6](=[N:7][CH:8]=[CH:9][CH:10]=2)[N:5]([C:12]2[CH:17]=[CH:16][C:15]([OH:18])=[CH:14][CH:13]=2)[C:4]1=[O:19])[CH3:2].CS([C:24]1[N:25](COCC[Si](C)(C)C)[C:26]2[C:27]([N:32]=1)=[N:28][CH:29]=[CH:30][CH:31]=2)(=O)=O.[H-].[Na+]>CN(C=O)C.CO>[CH2:1]([N:3]1[C:11]2[C:6](=[N:7][CH:8]=[CH:9][CH:10]=2)[N:5]([C:12]2[CH:13]=[CH:14][C:15]([O:18][C:24]3[NH:32][C:27]4=[N:28][CH:29]=[CH:30][CH:31]=[C:26]4[N:25]=3)=[CH:16][CH:17]=2)[C:4]1=[O:19])[CH3:2] |f:2.3|. Run at temperature 200 celsius. The reactants are C(C)N1C(N(C2=NC=CC=C21)C2=CC=C(C=C2)O)=O (1-ethyl-3-(4-hydroxyphenyl)-1,3-dihydro-2H-imidazo[4,5-b]pyridin-2-one), CS(=O)(=O)C=1N(C=2C(=NC=CC2)N1)COCC[Si](C)(C)C (2-(methylsulfonyl)-1-{[2-(trimethylsilyl)ethoxy]methyl}-1H-imidazo[4,5-b]pyridine), [H-].[Na+] (NaH). The solvent is CN(C)C=O (DMF), CO (MeOH). Reported procedure: The mixture of 1-ethyl-3-(4-hydroxyphenyl)-1,3-dihydro-2H-imidazo[4,5-b]pyridin-2-one (281 mg), 2-(methylsulfonyl)-1-{[2-(trimethylsilyl)ethoxy]methyl}-1H-imidazo[4,5-b]pyridine (240 mg) and NaH (35.2 mg) in DMF (dry) (3 mL) was heated at 200° C. for 3 h under microwave irradiation. The reaction mixture was diluted with MeOH, and concentrated in vacuo. The residue was diluted with 6N HCl. The mixture was neutralized with aq. NaHCO3 at 0° C. and extracted with EtOAc. The organic layer was separat... The reactants are FC=1C=C2C(=CNC2=CC1)C=1CCN(CC1)C (5-fluoro-3-(1-methyl-1,2,3,6-tetrahydro-4-pyridinyl)-1H-indole), FC1=CC=C(C=C1)S(=O)(=O)Cl (4-fluorophenylsulfonyl chloride). The product is FC1=CC=C(C=C1)S(=O)(=O)N1C=C(C2=CC(=CC=C12)F)C=1CCN(CC1)C (1-(4-Fluorophenylsulfonyl)-5-fluoro-3-(1-methyl-1,2,3,6-tetrahydro-4-pyridinyl)indole). As a reaction SMILES: [F:1][C:2]1[CH:3]=[C:4]2[C:8](=[CH:9][CH:10]=1)[NH:7][CH:6]=[C:5]2[C:11]1[CH2:12][CH2:13][N:14]([CH3:17])[CH2:15][CH:16]=1.[F:18][C:19]1[CH:24]=[CH:23][C:22]([S:25](Cl)(=[O:27])=[O:26])=[CH:21][CH:20]=1>>[F:18][C:19]1[CH:24]=[CH:23][C:22]([S:25]([N:7]2[C:8]3[C:4](=[CH:3][C:2]([F:1])=[CH:10][CH:9]=3)[C:5]([C:11]3[CH2:12][CH2:13][N:14]([CH3:17])[CH2:15][CH:16]=3)=[CH:6]2)(=[O:27])=[O:26])=[CH:21][CH:20]=1. Reported procedure: (30 mg, 57%), from 5-fluoro-3-(1-methyl-1,2,3,6-tetrahydro-4-pyridinyl)-1H-indole (Example 4b) and 4-fluorophenylsulfonyl chloride (52.9 mg, 0.27 mmol); HRMS-FAB+ for C20H19N2O2SF2 calculated MH+ : 389.11353; found: 389.11544. Starting materials: C[O-], CC(=O)C1CC1, [Na+], O, c1ccccc1, COC(=O)c1cnccn1. Product: O=C(CC(=O)C1CC1)c1cnccn1. Reaction SMILES: [CH3:17][O-:18].[CH:11]1([C:14](=[O:15])[CH3:16])[CH2:12][CH2:13]1.[Na+:19].[OH2:26].[cH:20]1[cH:21][cH:22][cH:23][cH:24][cH:25]1.[n:1]1[c:2]([C:7]([O:9][CH3:8])=[O:10])[cH:3][n:4][cH:5][cH:6]1>>[n:1]1[c:2]([C:7](=[O:9])[CH2:16][C:14]([CH:11]2[CH2:12][CH2:13]2)=[O:15])[cH:3][n:4][cH:5][cH:6]1. Starting materials: N1=CN=CC(=C1)CC=1C(NC(NC1)=S)=O (5-(5-pyrimidinylmethyl)-2-thioxo-2,3-dihydro-4(1H)-pyrimidinone), CCN(C(C)C)C(C)C (DIPEA), ClCC=1C=CC(=C(C#N)C1)OC1=CC(=C(C=C1)F)C(F)(F)F (5-(chloromethyl)-2-{[4-fluoro-3-(trifluoromethyl)phenyl]oxy}benzonitrile). Solvent: C(Cl)Cl (DCM). Run at temperature 60 celsius. The product is FC1=C(C=C(C=C1)OC1=C(C#N)C=C(C=C1)CSC=1NC=C(C(N1)=O)CC=1C=NC=NC1)C(F)(F)F (2-{[4-fluoro-3-(trifluoromethyl)phenyl]oxy}-5-({[4-oxo-5-(5-pyrimidinylmethyl)-1,4-dihydro-2-pyrimidinyl]thio}methyl)benzonitrile). Isolated yield 38.4%. As a reaction SMILES: [N:1]1[CH:6]=[C:5]([CH2:7][C:8]2[C:9](=[O:15])[NH:10][C:11](=[S:14])[NH:12][CH:13]=2)[CH:4]=[N:3][CH:2]=1.CCN(C(C)C)C(C)C.Cl[CH2:26][C:27]1[CH:28]=[CH:29][C:30]([O:35][C:36]2[CH:41]=[CH:40][C:39]([F:42])=[C:38]([C:43]([F:46])([F:45])[F:44])[CH:37]=2)=[C:31]([CH:34]=1)[C:32]#[N:33]>C(Cl)Cl>[F:42][C:39]1[CH:40]=[CH:41][C:36]([O:35][C:30]2[CH:29]=[CH:28][C:27]([CH2:26][S:14][C:11]3[NH:12][CH:13]=[C:8]([CH2:7][C:5]4[CH:6]=[N:1][CH:2]=[N:3][CH:4]=4)[C:9](=[O:15])[N:10]=3)=[CH:34][C:31]=2[C:32]#[N:33])=[CH:37][C:38]=1[C:43]([F:44])([F:45])[F:46]. Reported procedure: To a suspension of 5-(5-pyrimidinylmethyl)-2-thioxo-2,3-dihydro-4(1H)-pyrimidinone (38 mg, 0.173 mmol) and DIPEA (0.079 mL, 0.455 mmol) in DCM (1 mL), was added 5-(chloromethyl)-2-{[4-fluoro-3-(trifluoromethyl)phenyl]oxy}benzonitrile (50 mg, 0.152 mmol). The solution was heated at 60° C. overnight. Purification via MDAP then afforded the title compound (30 mg, 38.5% yield). LCMS: rt=3.14 min, [M+H+]=514 Reactants: ClC1=CC=C2C(=C1)NC(C21C(NC(CC1C1=C(C=CC(=C1)Cl)OCC(C)C(=O)O)=O)C1=C(C=CC(=C1)F)C)=O (racemic (2′S,3S,4′R)-6-chloro-4′-[5-chloro-2-(2-hydroxycarbonyl-2-methyl-ethoxy)-phenyl]-2′-(5-fluoro-2-methyl-phenyl)spiro[3H-indole-3,3′-piperidine]-2,6′(1H)-dione), C(C)(=O)N1CCNCC1 (N-acetylpiperazine), CCN=C=NCCCN(C)C.Cl (EDC.HCl), C=1C=CC2=C(C1)N=NN2O (HOBt), CCN(C(C)C)C(C)C (DIPEA), C1CCOC1 (THF). RXN SMILES: [Cl:1][C:2]1[CH:7]=[C:6]2[NH:8][C:9](=[O:39])[C:10]3([CH:15]([C:16]4[CH:21]=[C:20]([Cl:22])[CH:19]=[CH:18][C:17]=4[O:23]CC(C(O)=O)C)[CH2:14][C:13](=[O:30])[NH:12][CH:11]3[C:31]3[CH:36]=[C:35]([F:37])[CH:34]=[CH:33][C:32]=3[CH3:38])[C:5]2=[CH:4][CH:3]=1.[C:40]([N:43]1[CH2:48][CH2:47][NH:46][CH2:45][CH2:44]1)(=[O:42])[CH3:41].CCN=C=NCCCN(C)C.Cl.C1C=C[C:64]2N(O)N=N[C:65]=2[CH:66]=1.CCN(C(C)C)C(C)C.C1C[O:83][CH2:82]C1>>[C:40]([N:43]1[CH2:48][CH2:47][N:46]([C:82](=[O:83])[C:65]([CH3:64])([CH3:66])[O:23][C:17]2[CH:18]=[CH:19][C:20]([Cl:22])=[CH:21][C:16]=2[CH:15]2[CH2:14][C:13](=[O:30])[NH:12][CH:11]([C:31]3[CH:36]=[C:35]([F:37])[CH:34]=[CH:33][C:32]=3[CH3:38])[C:10]32[C:5]2[C:6](=[CH:7][C:2]([Cl:1])=[CH:3][CH:4]=2)[NH:8][C:9]3=[O:39])[CH2:45][CH2:44]1)(=[O:42])[CH3:41] |f:2.3|. Yields the product C(C)(=O)N1CCN(CC1)C(C(OC1=C(C=C(C=C1)Cl)C1C2(C(NC(C1)=O)C1=C(C=CC(=C1)F)C)C(NC1=CC(=CC=C12)Cl)=O)(C)C)=O (Racemic (2′S,3S,4′R)-4′-{2-[2-(4-acetyl-piperazin-1-yl)-1,1-dimethyl-2-oxo-ethoxy]-5-chloro-phenyl}-6-chloro-2′-(5-fluoro-2-methyl-phenyl)spiro[3H-indole-3,3′-piperidine]-2,6′(1H)-dione). Reported procedure: A mixture of racemic (2′S,3S,4′R)-6-chloro-4′-[5-chloro-2-(2-hydroxycarbonyl-2-methyl-ethoxy)-phenyl]-2′-(5-fluoro-2-methyl-phenyl)spiro[3H-indole-3,3′-piperidine]-2,6′(1H)-dione (150 mg, 0.263 mmol), N-acetylpiperazine (67 mg, 0.526 mmol), EDC.HCl (100 mg, 0.526 mmol), HOBt (71 mg, 0.526 mmol) and DIPEA (204 mg, 1.579 mmol) in anhydrous THF (3 mL) was stirred at room temperature overnight. Then the mixture was filtered and the filtrate was concentrated. The residue was purified by Prep-HPLC to ... Run at time 8 hour.